Dataset: the Open Reaction Database (ORD), a public repository of structured organic reaction records. Task: describe an organic reaction: reactants, conditions, products, and yield Starting materials: CCO, CCOC(=O)c1ncn2c1C1CCCN1C(=O)c1c(Cl)cccc1-2, [Na+], [OH-], O. Product: O=C(O)c1ncn2c1C1CCCN1C(=O)c1c(Cl)cccc1-2. As a reaction SMILES: [CH3:27][CH2:28][OH:29].[Cl:1][c:2]1[cH:3][cH:4][cH:5][c:6]2[c:7]1[C:8](=[O:24])[N:9]1[CH:10]([c:11]3[n:12]-2[cH:13][n:14][c:15]3[C:16](=[O:17])[O:18][CH2:19][CH3:20])[CH2:21][CH2:22][CH2:23]1.[Na+:26].[OH-:25].[OH2:30]>>[Cl:1][c:2]1[cH:3][cH:4][cH:5][c:6]2[c:7]1[C:8](=[O:24])[N:9]1[CH:10]([c:11]3[n:12]-2[cH:13][n:14][c:15]3[C:16](=[O:17])[OH:18])[CH2:21][CH2:22][CH2:23]1. Starting materials: [N+](=O)([O-])NC1=NC=C(C(N1)=O)CC1=NC=CC(=C1)OC (2-nitroamino-5-(4-methoxy-2-pyridylmethyl)-4-pyrimidone), CC1=C(N=CN1)CSCCN (2-(5-methyl-4-imidazolylmethylthio)ethylamine), C(C)O (ethanol). Solvent: CC(C)O (2-propanol). The product is CC1=C(N=CN1)CSCCNC1=NC=C(C(N1)=O)CC1=NC=CC(=C1)OC (2-[2-(5-methyl-4-imidazolylmethylthio)ethylamino]-5-(4-methoxy-2-pyridylmethyl)-4-pyrimidone). Reaction SMILES: [N+]([NH:4][C:5]1[NH:10][C:9](=[O:11])[C:8]([CH2:12][C:13]2[CH:18]=[C:17]([O:19][CH3:20])[CH:16]=[CH:15][N:14]=2)=[CH:7][N:6]=1)([O-])=O.[CH3:21][C:22]1[NH:26][CH:25]=[N:24][C:23]=1[CH2:27][S:28][CH2:29][CH2:30]N.C(O)C>CC(O)C>[CH3:21][C:22]1[NH:26][CH:25]=[N:24][C:23]=1[CH2:27][S:28][CH2:29][CH2:30][NH:4][C:5]1[NH:10][C:9](=[O:11])[C:8]([CH2:12][C:13]2[CH:18]=[C:17]([O:19][CH3:20])[CH:16]=[CH:15][N:14]=2)=[CH:7][N:6]=1. Procedure details: Reaction of 2-nitroamino-5-(4-methoxy-2-pyridylmethyl)-4-pyrimidone with 1.06 molar equivalents of 2-(5-methyl-4-imidazolylmethylthio)ethylamine in refluxing ethanol for 24 hours gave 2-[2-(5-methyl-4-imidazolylmethylthio)ethylamino]-5-(4-methoxy-2-pyridylmethyl)-4-pyrimidone, m.p. 128-130° (from 2-propanol). The reactants are COc1cc(N2CCC(CCS(C)(=O)=O)CC2)ccc1N, C[O-], CO, CCCCCC, COc1ccc(-c2nc3cc(F)ccn3c2-c2ccnc(Cl)n2)cc1C(=O)Nc1c(F)cccc1F, ClCCl, Cl, [Na+], C1COCCO1, OCC(F)(F)F. Yields the product COc1cc(N2CCC(CCS(C)(=O)=O)CC2)ccc1Nc1nccc(-c2c(-c3ccc(OC)c(C(=O)Nc4c(F)cccc4F)c3)nc3cc(F)ccn23)n1. RXN SMILES: [CH3:37][O:38][c:39]1[c:40]([NH2:41])[cH:42][cH:43][c:44]([N:46]2[CH2:47][CH2:48][CH:49]([CH2:52][CH2:53][S:54](=[O:55])(=[O:56])[CH3:57])[CH2:50][CH2:51]2)[cH:45]1.[CH3:65][O-:66].[CH3:74][OH:75].[CH3:79][CH2:80][CH2:81][CH2:82][CH2:83][CH3:84].[Cl:1][c:2]1[n:3][cH:4][cH:5][c:6](-[c:8]2[c:9](-[c:18]3[cH:19][cH:20][c:21]([O:35][CH3:36])[c:22]([C:23](=[O:24])[NH:25][c:26]4[c:27]([F:33])[cH:28][cH:29][cH:30][c:31]4[F:32])[cH:34]3)[n:10][c:11]3[n:12]2[cH:13][cH:14][c:15]([F:17])[cH:16]3)[n:7]1.[Cl:76][CH2:77][Cl:78].[ClH:58].[Na+:67].[O:59]1[CH2:60][CH2:61][O:62][CH2:63][CH2:64]1.[OH:68][CH2:69][C:70]([F:71])([F:72])[F:73]>>[c:2]1([NH:41][c:40]2[c:39]([O:38][CH3:37])[cH:45][c:44]([N:46]3[CH2:47][CH2:48][CH:49]([CH2:52][CH2:53][S:54](=[O:55])(=[O:56])[CH3:57])[CH2:50][CH2:51]3)[cH:43][cH:42]2)[n:3][cH:4][cH:5][c:6](-[c:8]2[c:9](-[c:18]3[cH:19][cH:20][c:21]([O:35][CH3:36])[c:22]([C:23](=[O:24])[NH:25][c:26]4[c:27]([F:33])[cH:28][cH:29][cH:30][c:31]4[F:32])[cH:34]3)[n:10][c:11]3[n:12]2[cH:13][cH:14][c:15]([F:17])[cH:16]3)[n:7]1. Product: C(C=C)(=O)OCC1=CC=CC=C1 (Benzyl Acrylate). Procedure details: 144 g (2 mols) of acrylic acid, which have been inhibited with 1.4 g of hydroquinone monomethyl ether, are dissolved in 139 g of a high-boiling aromatics mixture in a 1 l four-necked flask with stirrer, contact thermometer, water separator and gas inlet tube. 3.2 g of p-toluenesulfonic acid are added thereto, the mixture is heated to 70° C. and, at this temperature, 216 g (2 mols) of benzyl alcohol are allowed to run in over a period of 10 minutes. After the end of the addition, the mixture is h... Solvent: high-boiling aromatics mixture, O (water). The reactants are C(C=C)(=O)O (acrylic acid), C(C1=CC=CC=C1)O (benzyl alcohol), COC1=CC=C(O)C=C1 (hydroquinone monomethyl ether), C1(=CC=C(C=C1)S(=O)(=O)O)C (p-toluenesulfonic acid). Reaction SMILES: [C:1]([OH:5])(=[O:4])[CH:2]=[CH2:3].COC1C=CC(O)=CC=1.[C:15]1([CH3:25])[CH:20]=[CH:19][C:18](S(O)(=O)=O)=[CH:17][CH:16]=1.C(O)C1C=CC=CC=1>O>[C:1]([O:5][CH2:25][C:15]1[CH:20]=[CH:19][CH:18]=[CH:17][CH:16]=1)(=[O:4])[CH:2]=[CH2:3]. Run at time 5 hour. Reaction SMILES: [Cl:15][CH2:16][Cl:17].[O:18]=[Mn:19]=[O:20].[OH:1][CH:2]1[CH:3]([CH2:12][CH2:13][OH:14])[CH2:4][CH2:5][c:6]2[cH:7][cH:8][cH:9][cH:10][c:11]21>>[O:1]=[C:2]1[CH:3]([CH2:12][CH2:13][OH:14])[CH2:4][CH2:5][c:6]2[cH:7][cH:8][cH:9][cH:10][c:11]21. The product is O=C1c2ccccc2CCC1CCO. Reactants: ClCCl, O=[Mn]=O, OCCC1CCc2ccccc2C1O. Reported procedure: Scheme 2 shows the preparation of (S)-(-)-N-(4-benzoylphenyl)-3,3,3-trifluoro-2-hydroxy-2-methylpropanamide wherein the (S)-3,3,3-trifluoro-2-hydroxy-2-methylpropanoic acid intermediate is prepared by selective crystallization with a resolving agent rather than by an enzymatic process. As shown in Scheme 2, 1,1,1-trifluoroacetone (1) is reacted with a cyanide such as sodium cyanide in the presence of an acid such as hydrochloric acid to form racemic 3,3,3-trifluoro-2-hydroxy-2-methylpropanenitri... Yields the product FC(C(C#N)(C)O)(F)F (racemic 3,3,3-trifluoro-2-hydroxy-2-methylpropanenitrile). As a reaction SMILES: C(C1C=CC([NH:15][C:16](=O)[C@@:17]([OH:23])([CH3:22])[C:18]([F:21])([F:20])[F:19])=CC=1)(=O)C1C=CC=CC=1.FC(F)(F)[C@](O)(C)C(O)=O.FC(F)(F)C(C)=O.[C-]#N.[C-]#N.[Na+].Cl>>[F:19][C:18]([F:21])([F:20])[C:17]([OH:23])([CH3:22])[C:16]#[N:15] |f:4.5|. Reactants: [C-]#N (cyanide), [C-]#N.[Na+] (sodium cyanide), Cl (hydrochloric acid), C(C1=CC=CC=C1)(=O)C1=CC=C(C=C1)NC([C@](C(F)(F)F)(C)O)=O ((S)-(-)-N-(4-benzoylphenyl)-3,3,3-trifluoro-2-hydroxy-2-methylpropanamide), FC([C@@](C(=O)O)(C)O)(F)F ((S)-3,3,3-trifluoro-2-hydroxy-2-methylpropanoic acid), FC(C(=O)C)(F)F (1,1,1-trifluoroacetone). The reactants are C1CCOC1, Cc1ccccc1C(=O)Cl, [Cl-], Nc1cccc(C(=O)c2ccc3c(c2)NC(=O)C3)c1. Yields the product Cc1ccccc1C(=O)Nc1cccc(C(=O)c2ccc3c(c2)NC(=O)C3)c1. Reaction SMILES: [CH2:31]1[O:32][CH2:33][CH2:34][CH2:35]1.[CH3:1][c:2]1[c:3]([C:4](=[O:5])[Cl:6])[cH:7][cH:8][cH:9][cH:10]1.[Cl-:30].[NH2:11][c:12]1[cH:13][c:14]([C:15](=[O:16])[c:17]2[cH:18][cH:19][c:20]3[c:24]([cH:25]2)[NH:23][C:22](=[O:26])[CH2:21]3)[cH:27][cH:28][cH:29]1>>[CH3:1][c:2]1[c:3]([C:4](=[O:5])[NH:11][c:12]2[cH:13][c:14]([C:15](=[O:16])[c:17]3[cH:18][cH:19][c:20]4[c:24]([cH:25]3)[NH:23][C:22](=[O:26])[CH2:21]4)[cH:27][cH:28][cH:29]2)[cH:7][cH:8][cH:9][cH:10]1.